From a dataset of the Open Reaction Database (ORD), a public repository of structured organic reaction records. describe an organic reaction: reactants, conditions, products, and yield Reactants: aqueous solution, C([O-])([O-])=O.[Na+].[Na+] (sodium carbonate), BrCC1=CC(=C(C=C1)C(C(=O)OC)C)F (methyl 2-[4-(bromomethyl)-2-fluorophenyl]-propionate), S1C(=CC=C1)B(O)O (2-thiopheneboronic acid). The reagents and catalysts are C1CC(=O)[N-]C1=O.C1=CC=C(C=C1)P(C2=CC=CC=C2)C3=CC=CC=C3.C1=CC=C(C=C1)P(C2=CC=CC=C2)C3=CC=CC=C3.Br[Pd+] (trans-bromo(N-succinimidyl)bis(triphenylphosphine)palladium(II)). Solvent: O1CCCC1 (tetrahydrofuran). Product: FC1=C(C=CC(=C1)CC=1SC=CC1)C(C(=O)O)C (2-[2-fluoro-4-(thiophene-2-ylmethyl)-phenyl]propionic acid). Isolated yield 74.7%. Reaction SMILES: Br[CH2:2][C:3]1[CH:8]=[CH:7][C:6]([CH:9]([CH3:14])[C:10]([O:12]C)=[O:11])=[C:5]([F:15])[CH:4]=1.[S:16]1[CH:20]=[CH:19][CH:18]=[C:17]1B(O)O.C(=O)([O-])[O-].[Na+].[Na+]>O1CCCC1.C1C(=O)[N-]C(=O)C1.C1C=CC(P(C2C=CC=CC=2)C2C=CC=CC=2)=CC=1.C1C=CC(P(C2C=CC=CC=2)C2C=CC=CC=2)=CC=1.Br[Pd+]>[F:15][C:5]1[CH:4]=[C:3]([CH2:2][C:17]2[S:16][CH:20]=[CH:19][CH:18]=2)[CH:8]=[CH:7][C:6]=1[CH:9]([CH3:14])[C:10]([OH:12])=[O:11] |f:2.3.4,6.7.8.9|. Procedure: Compound 20 (0.98 g, 3.8 mmol) and 2-thiopheneboronic acid (0.73 g, 5.7 mmol) were dissolved in tetrahydrofuran (12 mL) and a 2 M-aqueous solution (4.8 mL) of sodium carbonate. To this solution, trans-bromo(N-succinimidyl)bis(triphenylphosphine)palladium(II) [trans-PdBr(N-Succ) (PPh3)2] (30.8 mg, 1.0 mol %) was added and treated in the same manner as in Example 11. The obtained residue was subjected to silica gel column chromatography and elution with an n-hexane/ethyl acetate (20:1) solution fo...